Dataset: the Open Reaction Database (ORD), a public repository of structured organic reaction records. Task: describe an organic reaction: reactants, conditions, products, and yield Starting materials: CN, O, c1ccc(OP(Oc2ccccc2)Oc2ccccc2)cc1, Oc1ccc2ccccc2c1. Yields the product CNc1ccc2ccccc2c1. RXN SMILES: [CH3:34][NH2:35].[OH2:36].[P:12]([O:13][c:14]1[cH:15][cH:16][cH:17][cH:18][cH:19]1)([O:20][c:21]1[cH:22][cH:23][cH:24][cH:25][cH:26]1)[O:27][c:28]1[cH:29][cH:30][cH:31][cH:32][cH:33]1.[cH:1]1[c:2]([OH:11])[cH:3][cH:4][c:5]2[cH:6][cH:7][cH:8][cH:9][c:10]12>>[cH:1]1[c:2]([NH:35][CH3:34])[cH:3][cH:4][c:5]2[cH:6][cH:7][cH:8][cH:9][c:10]12. Reactants: BrCc1ccccc1, CC1(CO)CCC2(CCCO2)O1, CN(C)C=O, O. Product: CC1(COCc2ccccc2)CCC2(CCCO2)O1. As a reaction SMILES: [Br:13][CH2:14][c:15]1[cH:16][cH:17][cH:18][cH:19][cH:20]1.[CH3:1][C:2]1([CH2:11][OH:12])[O:3][C:4]2([CH2:5][CH2:6]1)[O:7][CH2:8][CH2:9][CH2:10]2.[CH3:22][N:23]([CH3:24])[CH:25]=[O:26].[OH2:21]>>[CH3:1][C:2]1([CH2:11][O:12][CH2:14][c:15]2[cH:16][cH:17][cH:18][cH:19][cH:20]2)[O:3][C:4]2([CH2:5][CH2:6]1)[O:7][CH2:8][CH2:9][CH2:10]2. The reactants are C(C)(C)(C)OC(=O)N1CCNCCC1 (1,4-diazepane-1-carboxylic acid tert-butyl ester), C(C1=CC=CC=C1)(=O)N=C=S (benzoyl isothiocyanate). Solvent: C1CCOC1 (THF). Run at temperature 50 celsius, time 2 hour. Yields the product C(C)(C)(C)OC(=O)N1CCN(CCC1)C(N)=S (4-thiocarbamoyl-1,4-diazepane-1-carboxylic acid tert-butyl ester). RXN SMILES: [C:1]([O:5][C:6]([N:8]1[CH2:14][CH2:13][CH2:12][NH:11][CH2:10][CH2:9]1)=[O:7])([CH3:4])([CH3:3])[CH3:2].C([N:23]=[C:24]=[S:25])(=O)C1C=CC=CC=1>C1COCC1>[C:1]([O:5][C:6]([N:8]1[CH2:14][CH2:13][CH2:12][N:11]([C:24](=[S:25])[NH2:23])[CH2:10][CH2:9]1)=[O:7])([CH3:4])([CH3:2])[CH3:3]. Reported procedure: 1.37 g (6.85 mmol) of 1,4-diazepane-1-carboxylic acid tert-butyl ester and 1.12 g (6.85 mmol) of benzoyl isothiocyanate were dissolved in 13 ml of THF and stirred at 50° C. for 2 h. The solvent was subsequently distilled off, and the residue was taken up in 34 ml of methanol and 3.4 ml of water, and 1.89 g of potassium carbonate were added. The mixture was boiled under reflux overnight and then filtered off. The filtrate was evaporated, slurried in 80 ml of water and extracted 3 times with 20 ml... Starting materials: C(C)OC(=O)C1=C(C2=C(NC(=C2C(C2=CC=C(C=C2)Cl)=O)C(=O)OCC)S1)C (2,5-diethoxycarbonyl-3-methyl-4-parachlorobenzoylthieno[2,3-b]pyrrole), [OH-].[Na+] (sodium hydroxide). The solvent is C(C)O (ethanol), normal solution. Product: C(=O)(O)C1=C(C2=C(NC(=C2C(C2=CC=C(C=C2)Cl)=O)C(=O)O)S1)C (2,5-dicarboxy-3-methyl-4-parachlorobenzoylthieno[2,3-b]pyrrole). Yield: 101.1%. Reaction SMILES: C([O:3][C:4]([C:6]1[S:27][C:9]2[NH:10][C:11]([C:22]([O:24]CC)=[O:23])=[C:12]([C:13](=[O:21])[C:14]3[CH:19]=[CH:18][C:17]([Cl:20])=[CH:16][CH:15]=3)[C:8]=2[C:7]=1[CH3:28])=[O:5])C.[OH-].[Na+]>C(O)C>[C:4]([C:6]1[S:27][C:9]2[NH:10][C:11]([C:22]([OH:24])=[O:23])=[C:12]([C:13](=[O:21])[C:14]3[CH:15]=[CH:16][C:17]([Cl:20])=[CH:18][CH:19]=3)[C:8]=2[C:7]=1[CH3:28])([OH:5])=[O:3] |f:1.2|. Procedure: 105 g of crude 2,5-diethoxycarbonyl-3-methyl-4-parachlorobenzoylthieno[2,3-b]pyrrole are heated at reflux in a mixture of 1 liter of ethanol and 1 liter of a normal solution of sodium hydroxide until complete saponification. The ethanol is then eliminated by distillation on a water bath. The aqueous solution is filtered and then acidified. The resulting precipitate is collected by filtration, washed with water, and dried with air and then in vacuo. In this manner, 92 g of crude 2,5-dicarboxy-3-m...